describe an organic reaction: reactants, conditions, products, and yield From a dataset of the Open Reaction Database (ORD), a public repository of structured organic reaction records. Starting materials: FC1=CC=C(CBr)C=C1 (4-fluoro-benzyl bromide), C(C(O)C)(=O)OCC (ethyl lactate), [H-].[Na+] (sodium hydride). Reagents/catalysts: [I-].C(CCC)[N+](CCCC)(CCCC)CCCC (tetrabutyl ammonium iodide). Solvent: O (water), O1CCCC1 (tetrahydrofuran), O1CCCC1 (tetrahydrofuran), O1CCCC1 (tetrahydrofuran). Reaction conditions: temperature 0 celsius, time 15 minute. Yields the product C(C)OC(C(C)OCC1=CC=C(C=C1)F)=O (2-(4-Fluoro-benzyloxy)-propionic acid ethyl ester). Isolated yield 42.3%. As a reaction SMILES: [H-].[Na+].[C:3]([O:8][CH2:9][CH3:10])(=[O:7])[CH:4]([CH3:6])[OH:5].[F:11][C:12]1[CH:19]=[CH:18][C:15]([CH2:16]Br)=[CH:14][CH:13]=1>O1CCCC1.[I-].C([N+](CCCC)(CCCC)CCCC)CCC.O>[CH2:9]([O:8][C:3](=[O:7])[CH:4]([O:5][CH2:16][C:15]1[CH:18]=[CH:19][C:12]([F:11])=[CH:13][CH:14]=1)[CH3:6])[CH3:10] |f:0.1,5.6|. Procedure details: In a screw-cap vial was added sodium hydride (60% in mineral oil, 175 mg, 4.36 mmol) and tetrahydrofuran (1 mL). The suspension was cooled to 0° C. A solution of ethyl lactate (0.46 mL, 3.97 mmol) in tetrahydrofuran (3.0 mL) was added to the above suspension and the resulting reaction mixture was stirred at room temperature for 15 min. To this mixture added 4-fluoro-benzyl bromide (0.75 g, 3.97 mmol) solution in tetrahydrofuran (4 mL) followed by tetrabutyl ammonium iodide (10 mg). The reaction ... The reactants are CCO, O=C(C=Cc1ccccc1)c1ccccc1, [Na+], O=C1CCCCC1, [OH-]. The product is O=C(CC(c1ccccc1)C1CCCCC1=O)c1ccccc1. RXN SMILES: [CH2:26]([OH:27])[CH3:28].[CH:1]([c:2]1[cH:3][cH:4][cH:5][cH:6][cH:7]1)=[CH:8][C:9](=[O:10])[c:11]1[cH:12][cH:13][cH:14][cH:15][cH:16]1.[Na+:25].[O:17]=[C:18]1[CH2:19][CH2:20][CH2:21][CH2:22][CH2:23]1.[OH-:24]>>[CH:1]([c:2]1[cH:3][cH:4][cH:5][cH:6][cH:7]1)([CH2:8][C:9](=[O:10])[c:11]1[cH:12][cH:13][cH:14][cH:15][cH:16]1)[CH:19]1[C:18](=[O:17])[CH2:23][CH2:22][CH2:21][CH2:20]1. The reactants are O1CCC(CC1)CC(=O)O ((tetrahydropyran-4-yl)acetic acid), Cl.CN (methylamine hydrochloride), [OH-].[Na+] (NaOH), CCOC(=O)C (EtOAc). The reagents and catalysts are CN(C)C=O (DMF). Run in S(=O)(Cl)Cl (thionyl chloride), O (water). Conditions: time 30 minute. The product is CNC(CC1CCOCC1)=O (N-Methyl-2-(tetrahydropyran-4-yl)acetamide). RXN SMILES: [O:1]1[CH2:6][CH2:5][CH:4]([CH2:7][C:8]([OH:10])=O)[CH2:3][CH2:2]1.Cl.[CH3:12][NH2:13].[OH-].[Na+].CCOC(C)=O>S(Cl)(Cl)=O.CN(C=O)C.O>[CH3:12][NH:13][C:8](=[O:10])[CH2:7][CH:4]1[CH2:5][CH2:6][O:1][CH2:2][CH2:3]1 |f:1.2,3.4|. Procedure details: To a solution of (tetrahydropyran-4-yl)acetic acid (500 mg, 3.47 mmol) in thionyl chloride (10 mL) was added DMF (1 drop). The reaction was heated to reflux for 1 h, cooled to rt and the solvent removed in vacuo. The residue was redissolved in THF (5 mL) and added dropwise to a solution of methylamine hydrochloride (2.34 g, 34.7 mmol) and NaOH (1.11 g, 27.7 mmol) in water. The solution was stirred for 30 min and EtOAc (100 mL) added. The mixture was extracted with EtOAc (5×100 mL) and the combin... Yield: 126.1%. The solvent is CN(C)C=O (DMF). Reaction SMILES: C(OC([N:11]1[CH2:16][CH2:15][CH:14]([NH:17][C:18]([O:20][C:21]([CH3:24])([CH3:23])[CH3:22])=[O:19])[CH2:13][CH2:12]1)=O)C1C=CC=CC=1.[CH2:25](I)[CH3:26].[H-].[Na+].O>CN(C=O)C>[C:21]([O:20][C:18]([N:17]([CH:14]1[CH2:13][CH2:12][NH:11][CH2:16][CH2:15]1)[CH2:25][CH3:26])=[O:19])([CH3:22])([CH3:23])[CH3:24] |f:2.3|. Reactants: O (water), C(C1=CC=CC=C1)OC(=O)N1CCC(CC1)NC(=O)OC(C)(C)C (1-Benzyloxycarbonyl-4-(t-butoxycarbonylamino)piperidine), C(C)I (ethyl iodide), [H-].[Na+] (sodium hydride). Conditions: time 16 hour. Procedure: To a solution of 476 mg (1.42 mmol) of 1-benzyloxycarbonyl-4-(t-butoxycarbonylamino)piperidine from Step B and 0.24 mL (2.8 mmol) of ethyl iodide in 10 mL of DMF was added 85 mg (2.1 mmol) of 60% sodium hydride in mineral oil. The reaction was stirred for 16 h and was then poured into water and extracted three times with ether. The organic layers were each washed with a portion of water and brine, dried over sodium sulfate, combined and concentrated. The residue was purified by FC eluting with 1... Yields the product C(C)(C)(C)OC(=O)N(CC)C1CCNCC1 (4-(N-(t-Butoxycarbonyl)-N-(ethyl)amino)piperidine). The reactants are CS(=O)(=O)NC=1C=CC(=CC1OC=2C=CC=CC2)[N+](=O)[O-].[Na] (nimesulide sodium), complex. Solvent: O (water). Product: CS(=O)(=O)NC=1C=CC(=CC1OC=2C=CC=CC2)[N+](=O)[O-] (nimesulide). As a reaction SMILES: [CH3:1][S:2]([NH:5][C:6]1[CH:7]=[CH:8][C:9]([N+:19]([O-:21])=[O:20])=[CH:10][C:11]=1[O:12][C:13]1[CH:14]=[CH:15][CH:16]=[CH:17][CH:18]=1)(=[O:4])=[O:3].[Na]>O>[CH3:1][S:2]([NH:5][C:6]1[CH:7]=[CH:8][C:9]([N+:19]([O-:21])=[O:20])=[CH:10][C:11]=1[O:12][C:13]1[CH:18]=[CH:17][CH:16]=[CH:15][CH:14]=1)(=[O:3])=[O:4] |f:0.1,^1:21|. Procedure: 41 grams of nimesulide-sodium salt/βCD complex of 1:1 molar ratio are obtained as a yellow fine powder. The resultant nimesulide content is 20.0±0.2% measured by UV-spectrophotometry. Solubility properties are such that 100 mg of the complex can be dissolved in 6 ml of distilled water, resulting in a slightly opalescent solution with approximately 3.5 mg/ml nimesulide content. The solution has a pH value of 8.3±0.1. The reactants are BrC1=CC=CC=2OCOC21 (4-bromo-1,3-benzodioxol), ClC1=C2C(C(NC2=CC=C1)=O)=O (4-chloroisatin). Product: O1COC2=C1C=CC=C2C2(C(NC1=CC=CC(=C21)Cl)=O)O (3-(1,3-benzodioxol-4-yl)-4-chloro-3-hydroxy-1,3-dihydro-2H-indol-2-one). The yield is 43.9%. Reaction SMILES: Br[C:2]1[C:10]2[O:9][CH2:8][O:7][C:6]=2[CH:5]=[CH:4][CH:3]=1.[Cl:11][C:12]1[CH:20]=[CH:19][CH:18]=[C:17]2[C:13]=1[C:14](=[O:22])[C:15](=[O:21])[NH:16]2>>[O:7]1[C:6]2[CH:5]=[CH:4][CH:3]=[C:2]([C:14]3([OH:22])[C:13]4[C:17](=[CH:18][CH:19]=[CH:20][C:12]=4[Cl:11])[NH:16][C:15]3=[O:21])[C:10]=2[O:9][CH2:8]1. Reported procedure: With 9.00 g of 4-bromo-1,3-benzodioxol and 1.81 g of 4-chloroisatin as starting materials, 1.33 g of the title compound was obtained by a similar method to Step 21-1. Reactants: C=1C=CC2=C(C1)C(=O)OC2(C=3C=CC(=CC3)O)C=4C=CC(=CC4)O (Phenolphthalein), C(C)(=O)OCC (ethyl acetate), Cl (HCl), [H-].[Al+3].[Li+].[H-].[H-].[H-] (Lithium aluminum hydride), [H-].[Al+3].[Li+].[H-].[H-].[H-] (lithium aluminum hydride). Run in O1CCCC1 (tetrahydrofuran), O (water), O1CCCC1 (tetrahydrofuran). Conditions: time 6 hour. Product: C1C2=CC=CC=C2CO1 (phthalan). As a reaction SMILES: [H-].[Al+3].[Li+].[H-].[H-].[H-].[CH:7]1[CH:8]=[CH:9][C:10]2[C:16](C3C=CC(O)=CC=3)(C3C=CC(O)=CC=3)[O:15][C:13](=O)[C:11]=2[CH:12]=1.C(OCC)(=O)C.Cl>O1CCCC1.O>[CH2:13]1[O:15][CH2:16][C:10]2[C:11]1=[CH:12][CH:7]=[CH:8][CH:9]=2 |f:0.1.2.3.4.5|. Procedure: Lithium aluminum hydride (3.0 g) and 100 ml of dry tetrahydrofuran wereplaced in a 3-neck flask equipped with a mechanical stirrer, condenser witha nitrogen inlet and addition funnel. Phenolphthalein (6.4 g) dissolved in 300 ml of dry tetrahydrofuran was added dropwise to the stirred lithium aluminum hydride suspension at a rate to maintain a gentle reflux. When addition was complete, the reaction mixture was stirred for six hours at reflux by heating with an oil bath and then allowed to stand o... Reactants: CS(=O)(=O)C1=CC=C(CBr)C=C1 (4-methanesulphonylbenzyl bromide), N=1NN=NC1C1CCN(CC1)C(=O)OC(C)(C)C (tert-butyl 4-(2H-tetrazol-5-yl)piperidine-1-carboxylate), ClC1=CC=C(CN2N=C(N=N2)C2CCNCC2)C=C1 (4-[2-(4-chloro-benzyl)-2H-tetrazol-5-yl]-piperidine). RXN SMILES: [CH3:1][S:2]([C:5]1[CH:12]=[CH:11][C:8]([CH2:9]Br)=[CH:7][CH:6]=1)(=[O:4])=[O:3].[N:13]1[NH:14][N:15]=[N:16][C:17]=1[CH:18]1[CH2:23][CH2:22][N:21](C(OC(C)(C)C)=O)[CH2:20][CH2:19]1.ClC1C=CC(CN2N=NC(C3CCNCC3)=N2)=CC=1>>[CH3:1][S:2]([C:5]1[CH:12]=[CH:11][C:8]([CH2:9][N:14]2[N:15]=[N:16][C:17]([CH:18]3[CH2:23][CH2:22][NH:21][CH2:20][CH2:19]3)=[N:13]2)=[CH:7][CH:6]=1)(=[O:4])=[O:3]. Procedure: This was prepared from 4-methanesulphonylbenzyl bromide and tert-butyl 4-(2H-tetrazol-5-yl)piperidine-1-carboxylate using a similar method to that used to prepare 4-[2-(4-chloro-benzyl)-2H-tetrazol-5-yl]-piperidine (Method G, Steps 4 and 5); NMR (CDCl3): 1.8 (m, 2H), 2.05 (m, 2H), 2.8 (m, 2H), 3.05 (s, 3H), 3.1 (m, 1H), 3.2 (m, 2H), 5.89 (s, 2H), 7.55 (d, 2H), 7.95 (d, 2H). Product: CS(=O)(=O)C1=CC=C(CN2N=C(N=N2)C2CCNCC2)C=C1 (4-[2-(4-Methanesulfonyl-benzyl)-2H-tetrazol-5-yl]-piperidine). Starting materials: [Br-], CCCCC[P+](c1ccccc1)(c1ccccc1)c1ccccc1, CCCCCCCCCc1ccc(C=O)cc1, CCCCCC, [Li]CCCC, C1CCOC1. The product is CCCCC=Cc1ccc(CCCCCCCCC)cc1. RXN SMILES: [Br-:1].[CH2:2]([CH2:3][CH2:4][CH2:5][CH3:6])[P+:7]([c:8]1[cH:9][cH:10][cH:11][cH:12][cH:13]1)([c:14]1[cH:15][cH:16][cH:17][cH:18][cH:19]1)[c:20]1[cH:21][cH:22][cH:23][cH:24][cH:25]1.[CH2:31]([CH2:32][CH2:33][CH2:34][CH2:35][CH2:36][CH2:37][CH2:38][CH3:39])[c:40]1[cH:41][cH:42][c:43]([CH:44]=[O:45])[cH:46][cH:47]1.[CH3:53][CH2:54][CH2:55][CH2:56][CH2:57][CH3:58].[Li:26][CH2:27][CH2:28][CH2:29][CH3:30].[O:48]1[CH2:49][CH2:50][CH2:51][CH2:52]1>>[CH:2]([CH2:3][CH2:4][CH2:5][CH3:6])=[CH:44][c:43]1[cH:42][cH:41][c:40]([CH2:31][CH2:32][CH2:33][CH2:34][CH2:35][CH2:36][CH2:37][CH2:38][CH3:39])[cH:47][cH:46]1. Starting materials: CC#N, CCOC(C)=O, O=C1CCC(=O)N1Cl, O=c1[nH]c2ncccc2o1. The product is O=c1[nH]c2ncc(Cl)cc2o1. RXN SMILES: [CH3:19][C:20]#[N:21].[CH3:22][CH2:23][O:24][C:25](=[O:26])[CH3:27].[Cl:11][N:12]1[C:13](=[O:14])[CH2:15][CH2:16][C:17]1=[O:18].[o:1]1[c:2](=[O:10])[nH:3][c:4]2[n:5][cH:6][cH:7][cH:8][c:9]12>>[o:1]1[c:2](=[O:10])[nH:3][c:4]2[n:5][cH:6][c:7]([Cl:11])[cH:8][c:9]12.